From a dataset of the Open Reaction Database (ORD), a public repository of structured organic reaction records. describe an organic reaction: reactants, conditions, products, and yield Starting materials: O=C(C1CC1)N1CCC(Cc2n[nH]c(=O)n2-c2ccc(Br)cc2)C1, O=C([O-])[O-], C1COCCO1, Cc1nc(-c2ccc(B3OC(C)(C)C(C)(C)O3)cc2)cs1, [K+], [K+]. The product is Cc1nc(-c2ccc(-c3ccc(-n4c(CC5CCN(C(=O)C6CC6)C5)n[nH]c4=O)cc3)cc2)cs1. RXN SMILES: [Br:1][c:2]1[cH:3][cH:4][c:5](-[n:8]2[c:9](=[O:24])[nH:10][n:11][c:12]2[CH2:13][CH:14]2[CH2:15][N:16]([C:19](=[O:20])[CH:21]3[CH2:22][CH2:23]3)[CH2:17][CH2:18]2)[cH:6][cH:7]1.[C:46](=[O:47])([O-:48])[O-:49].[CH2:52]1[O:53][CH2:54][CH2:55][O:56][CH2:57]1.[CH3:25][c:26]1[s:27][cH:28][c:29](-[c:31]2[cH:32][cH:33][c:34]([B:37]3[O:38][C:39]([CH3:40])([CH3:41])[C:42]([CH3:43])([CH3:44])[O:45]3)[cH:35][cH:36]2)[n:30]1.[K+:50].[K+:51]>>[c:2]1(-[c:34]2[cH:33][cH:32][c:31](-[c:29]3[cH:28][s:27][c:26]([CH3:25])[n:30]3)[cH:36][cH:35]2)[cH:3][cH:4][c:5](-[n:8]2[c:9](=[O:24])[nH:10][n:11][c:12]2[CH2:13][CH:14]2[CH2:15][N:16]([C:19](=[O:20])[CH:21]3[CH2:22][CH2:23]3)[CH2:17][CH2:18]2)[cH:6][cH:7]1. Reactants: ClC1=NC=C(C(=N1)NC1=CC=C(C=C1)CC#N)Cl ([4-(2,5-Dichloro-pyrimidin-4-ylamino)-phenyl]-acetonitrile), NC1=CC2=C(CCCC(N2CC)=O)C=C1 (8-Amino-1-ethyl-1,3,4,5-tetrahydro-1-benzazepin-2-one), solid. Yields the product ClC=1C(=NC(=NC1)NC1=CC2=C(CCCC(N2CC)=O)C=C1)NC1=CC=C(C=C1)CC#N ({4-[5-Chloro-2-(1-ethyl-2-oxo-2,3,4,5-tetrahydro-1H-1-benzazepin-8-ylamino)-pyrimidin-4-ylamino]-phenyl}-acetonitrile). RXN SMILES: Cl[C:2]1[N:7]=[C:6]([NH:8][C:9]2[CH:14]=[CH:13][C:12]([CH2:15][C:16]#[N:17])=[CH:11][CH:10]=2)[C:5]([Cl:18])=[CH:4][N:3]=1.[NH2:19][C:20]1[CH:33]=[CH:32][C:23]2[CH2:24][CH2:25][CH2:26][C:27](=[O:31])[N:28]([CH2:29][CH3:30])[C:22]=2[CH:21]=1>>[Cl:18][C:5]1[C:6]([NH:8][C:9]2[CH:14]=[CH:13][C:12]([CH2:15][C:16]#[N:17])=[CH:11][CH:10]=2)=[N:7][C:2]([NH:19][C:20]2[CH:33]=[CH:32][C:23]3[CH2:24][CH2:25][CH2:26][C:27](=[O:31])[N:28]([CH2:29][CH3:30])[C:22]=3[CH:21]=2)=[N:3][CH:4]=1. Procedure details: {4-[5-Chloro-2-(1-ethyl-2-oxo-2,3,4,5-tetrahydro-1H-1-benzazepin-8-ylamino)-pyrimidin-4-ylamino]-phenyl}-acetonitrile was prepared from [4-(2,5-Dichloro-pyrimidin-4-ylamino)-phenyl]-acetonitrile and 8-Amino-1-ethyl-1,3,4,5-tetrahydro-1-benzazepin-2-one in an analogous manner to Example 1d. White solid 130 mg (96%), MP:163-164, HPLC purity 94%, LCMS: 447.25 (M+H), 1H-NMR (CDCl3, 400 MHz) δ 8.12 (s, 1H), 7.74 (s, 1H), 7.58 (d, J=8.2 Hz, 2H), 7.30 (d, J=8.2 Hz, 2H), 7.08-7-11 (m, 3H), 7.01 (s, 1H),... Starting materials: CCOC(=O)CC1CCc2cc(OCCCBr)ccc21, COc1cc(Br)ccc1O, O=C([O-])[O-], [Cs+], [Cs+], CN(C)C=O, O. Product: CCOC(=O)CC1CCc2cc(OCCCOc3ccc(Br)cc3OC)ccc21. RXN SMILES: [Br:1][CH2:2][CH2:3][CH2:4][O:5][c:6]1[cH:7][c:8]2[c:12]([cH:13][cH:14]1)[CH:11]([CH2:15][C:16](=[O:17])[O:18][CH2:19][CH3:20])[CH2:10][CH2:9]2.[Br:21][c:22]1[cH:23][c:24]([O:29][CH3:30])[c:25]([OH:28])[cH:26][cH:27]1.[C:31](=[O:32])([O-:33])[O-:34].[Cs+:35].[Cs+:36].[O:37]=[CH:38][N:39]([CH3:40])[CH3:41].[OH2:42]>>[CH2:2]([CH2:3][CH2:4][O:5][c:6]1[cH:7][c:8]2[c:12]([cH:13][cH:14]1)[CH:11]([CH2:15][C:16](=[O:17])[O:18][CH2:19][CH3:20])[CH2:10][CH2:9]2)[O:28][c:25]1[c:24]([O:29][CH3:30])[cH:23][c:22]([Br:21])[cH:27][cH:26]1. Starting materials: CC(=O)OC(C)=O, CN(C)c1ccncc1, NS(=O)(=O)c1ccccc1NC(=O)c1cccc(OCc2ccc(Cl)cc2)c1, C1CCOC1. The product is CC(=O)NS(=O)(=O)c1ccccc1NC(=O)c1cccc(OCc2ccc(Cl)cc2)c1. Reaction SMILES: [CH3:1][C:2](=[O:3])[O:4][C:5](=[O:6])[CH3:7].[CH3:36][N:37]([CH3:38])[c:39]1[cH:40][cH:41][n:42][cH:43][cH:44]1.[Cl:8][c:9]1[cH:10][cH:11][c:12]([CH2:13][O:14][c:15]2[cH:16][c:17]([C:18](=[O:19])[NH:20][c:21]3[c:22]([S:27]([NH2:28])(=[O:29])=[O:30])[cH:23][cH:24][cH:25][cH:26]3)[cH:31][cH:32][cH:33]2)[cH:34][cH:35]1.[O:45]1[CH2:46][CH2:47][CH2:48][CH2:49]1>>[CH3:1][C:2](=[O:3])[NH:28][S:27]([c:22]1[c:21]([NH:20][C:18]([c:17]2[cH:16][c:15]([O:14][CH2:13][c:12]3[cH:11][cH:10][c:9]([Cl:8])[cH:35][cH:34]3)[cH:33][cH:32][cH:31]2)=[O:19])[cH:26][cH:25][cH:24][cH:23]1)(=[O:29])=[O:30]. The product is Cc1c[nH]c2ccc(OCc3ccccc3)cc12. As a reaction SMILES: [Br-:18].[CH2:19]([Mg+:20])[CH3:21].[CH2:1]([c:2]1[cH:3][cH:4][cH:5][cH:6][cH:7]1)[O:8][c:9]1[cH:10][c:11]2[cH:12][cH:13][nH:14][c:15]2[cH:16][cH:17]1.[CH2:29]1[O:30][CH2:31][CH2:32][CH2:33]1.[CH3:22][CH2:23][O:24][CH2:25][CH3:26].[I:27][CH3:28]>>[CH2:1]([c:2]1[cH:3][cH:4][cH:5][cH:6][cH:7]1)[O:8][c:9]1[cH:10][c:11]2[c:12]([CH3:19])[cH:13][nH:14][c:15]2[cH:16][cH:17]1. Reactants: [Br-], CC[Mg+], c1ccc(COc2ccc3[nH]ccc3c2)cc1, C1CCOC1, CCOCC, CI.